This data is from the Open Reaction Database (ORD), a public repository of structured organic reaction records. The task is: describe an organic reaction: reactants, conditions, products, and yield Starting materials: COc1cc(Cl)c([N+](=O)[O-])cc1-c1nc(C)c(-c2cccnc2)[nH]1, CO. Yields the product COc1cc(Cl)c(N)cc1-c1nc(C)c(-c2cccnc2)[nH]1. As a reaction SMILES: [CH3:1][O:2][c:3]1[c:4](-[c:13]2[nH:14][c:15](-[c:19]3[cH:20][n:21][cH:22][cH:23][cH:24]3)[c:16]([CH3:18])[n:17]2)[cH:5][c:6]([N+:10]([O-:11])=[O:12])[c:7]([Cl:9])[cH:8]1.[CH3:25][OH:26]>>[CH3:1][O:2][c:3]1[c:4](-[c:13]2[nH:14][c:15](-[c:19]3[cH:20][n:21][cH:22][cH:23][cH:24]3)[c:16]([CH3:18])[n:17]2)[cH:5][c:6]([NH2:10])[c:7]([Cl:9])[cH:8]1.